Task: describe an organic reaction: reactants, conditions, products, and yield. Dataset: the Open Reaction Database (ORD), a public repository of structured organic reaction records Starting materials: ClC1=CC(=C(OCC(=O)N2[C@@H](CN([C@H](C2)C)CC2=CC=C(C=C2)F)C)C=C1)O (2-(4-chloro-2-hydroxy-phenoxy)-1-[4-(4-fluoro-benzyl)-(2R,5S)-2,5-dimethyl-piperazin-1-yl]-ethanone), C1(=CC=CC=C1)P(C1=CC=CC=C1)C1=CC=CC=C1 (triphenylphosphine), C(C)OC([C@H](C)O)=O ((2S)-2-hydroxy-propionic acid ethyl ester), C(C)OC(=O)N=NC(=O)OCC (diethyl-azodicarboxylate). The solvent is O1CCCC1 (tetrahydrofuran). Conditions: time 8 hour. Product: C(C)OC(C(C)OC1=C(C=CC(=C1)Cl)OCC(=O)N1[C@@H](CN([C@H](C1)C)CC1=CC=C(C=C1)F)C)=O (2-(5-Chloro-2-{2-[4-(4-fluoro-benzyl)-(2R,5S)-2,5-dimethyl-piperazin-1-yl]-2-oxo-ethoxy}-phenoxy)-propionic acid ethyl ester). Isolated yield 85.5%. RXN SMILES: [Cl:1][C:2]1[CH:27]=[CH:26][C:5]([O:6][CH2:7][C:8]([N:10]2[CH2:15][C@H:14]([CH3:16])[N:13]([CH2:17][C:18]3[CH:23]=[CH:22][C:21]([F:24])=[CH:20][CH:19]=3)[CH2:12][C@H:11]2[CH3:25])=[O:9])=[C:4]([OH:28])[CH:3]=1.C1(P(C2C=CC=CC=2)C2C=CC=CC=2)C=CC=CC=1.[CH2:48]([O:50][C:51](=[O:55])[C@@H:52](O)[CH3:53])[CH3:49].C(OC(N=NC(OCC)=O)=O)C>O1CCCC1>[CH2:48]([O:50][C:51](=[O:55])[CH:52]([O:28][C:4]1[CH:3]=[C:2]([Cl:1])[CH:27]=[CH:26][C:5]=1[O:6][CH2:7][C:8]([N:10]1[CH2:15][C@H:14]([CH3:16])[N:13]([CH2:17][C:18]2[CH:23]=[CH:22][C:21]([F:24])=[CH:20][CH:19]=2)[CH2:12][C@H:11]1[CH3:25])=[O:9])[CH3:53])[CH3:49]. Reported procedure: To a solution of 2-(4-chloro-2-hydroxy-phenoxy)-1-[4-(4-fluoro-benzyl)-(2R,5S)-2,5-dimethyl-piperazin-1-yl]-ethanone (0.076 g, 0.18 mmol), triphenylphosphine (0.076 g, 0.29 mmol) and (2S)-2-hydroxy-propionic acid ethyl ester (0.036 g, 0.31 mmol) in tetrahydrofuran (1 mL) was added diethyl-azodicarboxylate (0.049 g, 0.29 mmol). The resulting mixture was stirred at ambient temperature overnight. The reaction was concentrated in-vacuo. Chromatography on silica gel gave the title compound (0.078 g)